From a dataset of the Open Reaction Database (ORD), a public repository of structured organic reaction records. describe an organic reaction: reactants, conditions, products, and yield Starting materials: BrC1=CC(=C(C#N)C=C1)CC#N (4-Bromo-2-(cyanomethyl)benzonitrile), ClC(C(=O)O)Cl (2,2-dichloroacetic acid), Br (HBr). Conditions: temperature 0 celsius, time 20 minute. Yields the product BrC1=NC(=CC2=CC(=CC=C12)Br)N (1,6-Dibromoisoquinolin-3-amine). RXN SMILES: [Br:1][C:2]1[CH:9]=[CH:8][C:5]([C:6]#[N:7])=[C:4]([CH2:10][C:11]#[N:12])[CH:3]=1.ClC(Cl)C(O)=O.[BrH:19]>>[Br:19][C:6]1[C:5]2[C:4](=[CH:3][C:2]([Br:1])=[CH:9][CH:8]=2)[CH:10]=[C:11]([NH2:12])[N:7]=1. Procedure: 4-Bromo-2-(cyanomethyl)benzonitrile (75 g, 339 mmol) was added to 2,2-dichloroacetic acid (150 mL, 339 mmol). The resulting solution was cooled to 0° C. in an ice-water bath. HBr (27.5 g, 339 mmol) was bubbled through the cold solution until a yellow precipitate crashed out of solution resulting in a yellow slurry. HBr was bubbled through the slurry for an additional 5 minutes. The solution was allowed to warm to room temperature over 1 hour. The slurry was then re-cooled to 0° C. in an ice-wate... Starting materials: [Na] (sodium), NC1=NC=CC=C1CO (2-amino-3-hydroxymethylpyridine), C(C)(C)(C)OC(=O)N1CCC(CC1)=O (1-(tert-butyloxycarbonyl)piperidin-4-one), C1CCOC1 (THF). Run in CO (methanol). Product: C(C)(C)(C)OC(=O)N1CCC(CC1)NC1=NC=CC=C1CO (1-(tert-butyloxycarbonyl)-4-(3-hydroxymethyl-2-pyridylamino) piperidine). As a reaction SMILES: [NH2:1][C:2]1[C:7]([CH2:8][OH:9])=[CH:6][CH:5]=[CH:4][N:3]=1.[C:10]([O:14][C:15]([N:17]1[CH2:22][CH2:21][C:20](=O)[CH2:19][CH2:18]1)=[O:16])([CH3:13])([CH3:12])[CH3:11].C1COCC1.[Na]>CO>[C:10]([O:14][C:15]([N:17]1[CH2:22][CH2:21][CH:20]([NH:1][C:2]2[C:7]([CH2:8][OH:9])=[CH:6][CH:5]=[CH:4][N:3]=2)[CH2:19][CH2:18]1)=[O:16])([CH3:13])([CH3:11])[CH3:12] |^1:28|. Reported procedure: The product from Step 1 and 1-(tert-butyloxycarbonyl)piperidin-4-one are heated together in a solvent such as THF or methanol. The cooled mixture is treated with sodium cyanpborohydride to give 1-(tert-butyloxycarbonyl)-4-(3-hydroxymethyl-2-pyridylamino) piperidine. Starting materials: CON(C)C(=O)C(Cc1ccccc1)NC(=O)OC(C)(C)C, C1CCOC1. Yields the product CC(=O)C(Cc1ccccc1)NC(=O)OC(C)(C)C. RXN SMILES: [CH2:1]([c:2]1[cH:3][cH:4][cH:5][cH:6][cH:7]1)[CH:8]([C:9](=[O:10])[N:11]([O:12][CH3:13])[CH3:14])[NH:15][C:16]([O:17][C:18]([CH3:19])([CH3:20])[CH3:21])=[O:22].[O:23]1[CH2:24][CH2:27][CH2:26][CH2:25]1>>[CH2:1]([c:2]1[cH:3][cH:4][cH:5][cH:6][cH:7]1)[CH:8]([C:9](=[O:10])[CH3:24])[NH:15][C:16]([O:17][C:18]([CH3:19])([CH3:20])[CH3:21])=[O:22].